This data is from the Open Reaction Database (ORD), a public repository of structured organic reaction records. The task is: describe an organic reaction: reactants, conditions, products, and yield The reactants are C(=O)(OC(C)(C)C)N1C[C@@H]2N(CC1)C[C@H](CC2)COC2=CC=C(C=C2)F ((7S,9aR)-2-BOC-7-(4-fluorophenoxy)methyl-2,3,4,6,7,8,9,9a-octahydro-1H-pyrido[1,2-a]pyrazine), Cl (HCl). The solvent is C(Cl)(Cl)Cl (chloroform), C(C)OCC (ethyl ether). Conditions: time 2 hour. Yields the product FC1=CC=C(OC[C@H]2CC[C@H]3N(CCNC3)C2)C=C1 ((7S,9aR)-7-(4-Fluorophenoxy)methyl-2,3,4,6,7,8,9,9a-octahydro-1H-pyrido[1,2-a]pyrazine). Isolated yield 126.1%. Reaction SMILES: C([N:8]1[CH2:13][CH2:12][N:11]2[CH2:14][C@@H:15]([CH2:18][O:19][C:20]3[CH:25]=[CH:24][C:23]([F:26])=[CH:22][CH:21]=3)[CH2:16][CH2:17][C@@H:10]2[CH2:9]1)(OC(C)(C)C)=O.Cl>C(Cl)(Cl)Cl.C(OCC)C>[F:26][C:23]1[CH:22]=[CH:21][C:20]([O:19][CH2:18][C@@H:15]2[CH2:14][N:11]3[CH2:12][CH2:13][NH:8][CH2:9][C@H:10]3[CH2:17][CH2:16]2)=[CH:25][CH:24]=1. Reported procedure: A solution of 0.44 g (1.2 mmol) of (7S,9aR)-2-BOC-7-(4-fluorophenoxy)methyl-2,3,4,6,7,8,9,9a-octahydro-1H-pyrido[1,2-a]pyrazine in 25 mL of chloroform was treated with excess HCl(g) in ethyl ether and stirred at ambient temperature for 2 h. The solvent was evaporated to give 0.40 g of title compound as the dihydrochloride salt which was used for subsequent reactions without purification. Reactants: [Br-], O=C([O-])[O-], CC#N, CCCNCCC, CCOCC, C=CC1=CC(=O)CCC1, Cl, [Cs+], [Cs+], [K+]. Product: CCCN(CCC)CCC1=CC(=O)CCC1. Reaction SMILES: [Br-:24].[C:17](=[O:18])([O-:19])[O-:20].[C:26](#[N:27])[CH3:28].[CH2:10]([CH2:11][CH3:12])[NH:13][CH2:14][CH2:15][CH3:16].[CH2:29]([O:30][CH2:31][CH3:32])[CH3:33].[CH:1](=[CH2:2])[C:3]1=[CH:4][C:5](=[O:9])[CH2:6][CH2:7][CH2:8]1.[ClH:23].[Cs+:21].[Cs+:22].[K+:25]>>[CH2:1]([CH2:2][N:13]([CH2:10][CH2:11][CH3:12])[CH2:14][CH2:15][CH3:16])[C:3]1=[CH:4][C:5](=[O:9])[CH2:6][CH2:7][CH2:8]1. The reactants are C#CCBr, [H-], [Na+], C1CCOC1, O, O=Cc1cc[nH]c1. The product is C=C=Cn1ccc(C=O)c1. Reaction SMILES: [CH2:10]([C:11]#[CH:12])[Br:13].[H-:8].[Na+:9].[O:15]1[CH2:16][CH2:17][CH2:18][CH2:19]1.[OH2:14].[nH:1]1[cH:2][c:3]([CH:6]=[O:7])[cH:4][cH:5]1>>[n:1]1([CH:10]=[C:11]=[CH2:12])[cH:2][c:3]([CH:6]=[O:7])[cH:4][cH:5]1. Reactants: [Li+].[OH-] (LiOH), C(C)(C)(C)OC(=O)N(CCO)CC1=CC=C(C=C1)NC1=NC=C(C(=N1)CCC1=C(C=CC=C1)CC(=O)OC)C(F)(F)F (methyl 2-(2-(2-(2-((4-(((tert-butoxycarbonyl)(2-hydroxyethyl)amino)methyl)phenyl)amino)-5-(trifluoromethyl)pyrimidin-4-yl)ethyl)phenyl)acetate), [Li+].[OH-] (LiOH). Reaction conditions: time 20 hour. Solvent: C1CCOC1 (THF), CO (MeOH), O (water). Isolated yield 98.0%. Procedure: LiOH (143 mg, 5.98 mmol) was added to a solution of methyl 2-(2-(2-(2-((4-(((tert-butoxycarbonyl)(2-hydroxyethyl)amino)methyl)phenyl)amino)-5-(trifluoromethyl)pyrimidin-4-yl)ethyl)phenyl)acetate (A73) (0.440 g, 0.748 mmol) in THF (10 mL), MeOH (1 mL) and water (1 mL) and the resulting mixture stirred at room temperature for 20 hours. Additional LiOH (107 mg, 4.48 mmol) was added and the mixture heated to 40° C. for 24 hours. The volatiles were removed in vacuo. The residue was diluted with a 10%... RXN SMILES: [Li+].[OH-].[C:3]([O:7][C:8]([N:10]([CH2:14][C:15]1[CH:20]=[CH:19][C:18]([NH:21][C:22]2[N:27]=[C:26]([CH2:28][CH2:29][C:30]3[CH:35]=[CH:34][CH:33]=[CH:32][C:31]=3[CH2:36][C:37]([O:39]C)=[O:38])[C:25]([C:41]([F:44])([F:43])[F:42])=[CH:24][N:23]=2)=[CH:17][CH:16]=1)[CH2:11][CH2:12][OH:13])=[O:9])([CH3:6])([CH3:5])[CH3:4]>C1COCC1.CO.O>[C:3]([O:7][C:8]([N:10]([CH2:14][C:15]1[CH:20]=[CH:19][C:18]([NH:21][C:22]2[N:27]=[C:26]([CH2:28][CH2:29][C:30]3[CH:35]=[CH:34][CH:33]=[CH:32][C:31]=3[CH2:36][C:37]([OH:39])=[O:38])[C:25]([C:41]([F:43])([F:44])[F:42])=[CH:24][N:23]=2)=[CH:17][CH:16]=1)[CH2:11][CH2:12][OH:13])=[O:9])([CH3:6])([CH3:4])[CH3:5] |f:0.1|. Yields the product C(C)(C)(C)OC(=O)N(CCO)CC1=CC=C(C=C1)NC1=NC=C(C(=N1)CCC1=C(C=CC=C1)CC(=O)O)C(F)(F)F (2-(2-(2-(2-((4-(((tert-Butoxycarbonyl)(2-hydroxyethyl)amino)methyl)phenyl)amino)-5-(trifluoromethyl)pyrimidin-4-yl)ethyl)phenyl)acetic acid), solid. Reactants: COC(=O)C1=NN(C(C1)C1=C(C=CC=C1)Cl)C1=CC=C(C=C1)Br (1-(4-bromo-phenyl)-5-(2-chloro-phenyl)-4,5-dihydro-1H-pyrazole-3-carboxylic acid methyl ester), [OH-].[K+] (potassium hydroxide), CO (methanol). Run in O (water). Reaction conditions: temperature 100 celsius, time 12 hour. The product is BrC1=CC=C(C=C1)N1N=C(CC1C1=C(C=CC=C1)Cl)C(=O)O (1-(4-bromo-phenyl)-5-(2-chloro-phenyl)-4,5-dihydro-1H-pyrazole-3-carboxylic acid). The yield is 105.4%. RXN SMILES: C[O:2][C:3]([C:5]1[CH2:9][CH:8]([C:10]2[CH:15]=[CH:14][CH:13]=[CH:12][C:11]=2[Cl:16])[N:7]([C:17]2[CH:22]=[CH:21][C:20]([Br:23])=[CH:19][CH:18]=2)[N:6]=1)=[O:4].[OH-].[K+].CO>O>[Br:23][C:20]1[CH:21]=[CH:22][C:17]([N:7]2[CH:8]([C:10]3[CH:15]=[CH:14][CH:13]=[CH:12][C:11]=3[Cl:16])[CH2:9][C:5]([C:3]([OH:4])=[O:2])=[N:6]2)=[CH:18][CH:19]=1 |f:1.2|. Procedure: 1-(4-Bromo-phenyl)-5-(2-chloro-phenyl)-4,5-dihydro-1H-pyrazole-3-carboxylic acid methyl ester (5.3 g, 13.5 mmol) prepared in Step 3 and a solution of potassium hydroxide (2.0 g, 35.6 mmol) in distilled water (25.0 mL) were added to methanol (25.0 mL). The reaction mixture was stirred at 100° C. for 12 hours and then concentrated under reduced pressure to discard methanol. The resulting residue was washed with diethyl ether, acidified by a 1N hydrochloric acid solution, and then extracted with et... The reactants are O (Water), C1(CCCCC1)N (Cyclohexylamine), C([O-])(O)=O.[Na+] (sodium bicarbonate), C(C)(C)(C)C1=CC=C(C=C1)C(C1=CC=C(C(=N1)OC)Cl)Cl (6-[(4-tert-butylphenyl)(chloro)methyl]-3-chloro-2-methoxypyridine). Solvent: C(C)#N (acetonitrile). The product is C(C)(C)(C)C1=CC=C(C=C1)C(NC1CCCC1)C1=NC(=C(C=C1)Cl)OC (N-[(4-tert-butylphenyl)(5-chloro-6-methoxypyridin-2-yl)methyl]cyclopentanamine). Reaction SMILES: [CH:1]1([NH2:7])[CH2:6][CH2:5][CH2:4][CH2:3]C1.C(=O)(O)[O-].[Na+].[C:13]([C:17]1[CH:22]=[CH:21][C:20]([CH:23](Cl)[C:24]2[N:29]=[C:28]([O:30][CH3:31])[C:27]([Cl:32])=[CH:26][CH:25]=2)=[CH:19][CH:18]=1)([CH3:16])([CH3:15])[CH3:14].O>C(#N)C>[C:13]([C:17]1[CH:22]=[CH:21][C:20]([CH:23]([C:24]2[CH:25]=[CH:26][C:27]([Cl:32])=[C:28]([O:30][CH3:31])[N:29]=2)[NH:7][CH:1]2[CH2:3][CH2:4][CH2:5][CH2:6]2)=[CH:19][CH:18]=1)([CH3:16])([CH3:15])[CH3:14] |f:1.2|. Procedure: Cyclohexylamine (0.30 mL) and sodium bicarbonate (259 mg) were sequentially added to a solution of 6-[(4-tert-butylphenyl)(chloro)methyl]-3-chloro-2-methoxypyridine (200 mg) in acetonitrile (4 mL) at room temperature, and then the mixture was heated under reflux for six hours. Water was added to the reaction solution, followed by extraction with ethyl acetate. The organic layer was washed with water and brine, dried over anhydrous magnesium sulfate and filtered, after which the solvent was evapo... The reactants are NC1=C(C=CC(=C1)F)O (2-amino-4-fluorophenol), ClC(=O)OC(Cl)(Cl)Cl (trichloromethyl chloroformate). The solvent is O1CCCC1 (tetrahydrofuran). Reaction conditions: time 2 hour. The product is FC=1C=CC2=C(NC(O2)=O)C1 (5-Fluorobenzoxazolin-2-one). The yield is 90.4%. Reaction SMILES: [NH2:1][C:2]1[CH:7]=[C:6]([F:8])[CH:5]=[CH:4][C:3]=1[OH:9].Cl[C:11](OC(Cl)(Cl)Cl)=[O:12]>O1CCCC1>[F:8][C:6]1[CH:5]=[CH:4][C:3]2[O:9][C:11](=[O:12])[NH:1][C:2]=2[CH:7]=1. Procedure: To a solution of 2-amino-4-fluorophenol (40.5 g, 0.32 mole) in 400 ml tetrahydrofuran, at 0° C., was added dropwise trichloromethyl chloroformate (44.8 ml, 0.32 mole). The reaction mixture was allowed to warm up to room temperature Stirring was continued for 2 hours. Then, the reaction mixture was poured onto ice and the organic substance was extracted with ethyl acetate (500 ml×3). The combined extracts were washed with saturated sodium bicarbonate solution, dried over magnesium sulfate and con...